From a dataset of the Open Reaction Database (ORD), a public repository of structured organic reaction records. describe an organic reaction: reactants, conditions, products, and yield Reactants: N[C@H]([C@@H](C[C@H]1[C@@H](CCCC1)C(=O)NC(C)(C)C)O)CC1=CC=CC=C1 (2(S)-[3(S)-amino-2(R)-hydroxy-4-phenylbutyl]-N-tert.butyl-1(R)-cyclohexanecarboxamide), C(C1=CC=CC=C1)OC(=O)N([C@@H](C)C(=O)O)C#N (N-benzyloxycarbonyl-cyano-L-alanine), O.OC1=CC=CC=2NN=NC21 (hydroxybenzotriazole hydrate), C1(CCCCC1)N=C=NC1CCCCC1 (dicyclohexylcarbodiimide). Run in ClCCl (dichloromethane), CN(C=O)C (dimethylformamide). Run at time 18 hour. The product is C(C1=CC=CC=C1)OC(=O)N[C@@H](CC#N)C(=O)N[C@H]([C@@H](C[C@H]1[C@@H](CCCC1)C(=O)NC(C)(C)C)O)CC1=CC=CC=C1 (2(S)-[3(S)-[[N-(benzyloxycarbonyl)-3-cyano-L-alanyl]amino]-2(R)-hydroxy-4-phenylbutyl]-N-tert.butyl-1(R)-cyclohexanecarboxamide). Yield: 51.3%. Reaction SMILES: [NH2:1][C@@H:2]([CH2:19][C:20]1[CH:25]=[CH:24][CH:23]=[CH:22][CH:21]=1)[C@H:3]([OH:18])[CH2:4][C@@H:5]1[CH2:10][CH2:9][CH2:8][CH2:7][C@H:6]1[C:11]([NH:13][C:14]([CH3:17])([CH3:16])[CH3:15])=[O:12].[CH2:26]([O:33][C:34]([N:36](C#N)[C@H:37]([C:39]([OH:41])=O)[CH3:38])=[O:35])[C:27]1[CH:32]=[CH:31][CH:30]=[CH:29][CH:28]=1.O.OC1C2N=N[NH:51][C:50]=2C=CC=1.C1(N=C=NC2CCCCC2)CCCCC1>ClCCl.CN(C)C=O>[CH2:26]([O:33][C:34]([NH:36][C@H:37]([C:39]([NH:1][C@@H:2]([CH2:19][C:20]1[CH:21]=[CH:22][CH:23]=[CH:24][CH:25]=1)[C@H:3]([OH:18])[CH2:4][C@@H:5]1[CH2:10][CH2:9][CH2:8][CH2:7][C@H:6]1[C:11]([NH:13][C:14]([CH3:17])([CH3:16])[CH3:15])=[O:12])=[O:41])[CH2:38][C:50]#[N:51])=[O:35])[C:27]1[CH:28]=[CH:29][CH:30]=[CH:31][CH:32]=1 |f:2.3|. Procedure details: A solution of 90mg (0.26 mmol) of 2(S)-[3(S)-amino-2(R)-hydroxy-4-phenylbutyl]-N-tert.butyl-1(R)-cyclohexanecarboxamide in 4 ml of dichloromethane was added to a mixture of 65 mg (0.26 mmol) of N-benzyloxycarbonyl-cyano-L-alanine, 35 mg (0.23 mmol) of hydroxybenzotriazole hydrate and 54 mg (0.26 mmol) of dicyclohexylcarbodiimide in 2 ml of dimethylformamide. The mixture-was stirred under nitrogen at room temperature for 18 hours and then filtered. The filtrate was evaporated and the residue was ... Starting materials: ice, C(C)(=O)OCC (ethyl acetate), FC1([C@@H]([C@H]([C@@H](OC(C)=O)O[C@@H]1COC(C)=O)OC(C)=O)OC(C)=O)F (4-Deoxy-4,4-difluoro-1,2,3,6-tetra-O-acetyl-alpha-D-glucose), Br (HBr). Run in C(C)(=O)O (acetic acid). Conditions: time 6 hour. Reported procedure: 300 mg (0.8 mmol) of tetraacetate 46 are dissolved in 13 ml of 33% strength HBr in glacial acetic acid and left to stand at room temperature for 6 hours. The reaction solution is then poured into a mixture of 10 g of ice and 10 ml of ethyl acetate. The organic phase is washed twice more with aqueous NaCl solution, filtered through a little silica gel and concentrated. The residue is separated by chromatography on silica gel (ethyl acetate/heptane 1:1). 112 mg (35%) of 47 are obtained as a colorl... As a reaction SMILES: [F:1][C:2]1([F:25])[C@@H:11]([CH2:12][O:13][C:14](=[O:16])[CH3:15])[O:10][C@H:5]([O:6]C(=O)C)[C@H:4]([O:17][C:18](=[O:20])[CH3:19])[C@H:3]1[O:21][C:22](=[O:24])[CH3:23].C(OCC)(=O)C.[BrH:32]>C(O)(=O)C>[Br:32][C@@:5]1([O:10][C@H:11]([CH2:12][O:13][C:14](=[O:16])[CH3:15])[C:2]([F:25])([F:1])[C@H:3]([O:21][C:22](=[O:24])[CH3:23])[C@H:4]1[O:17][C:18](=[O:20])[CH3:19])[OH:6]. Isolated yield 35.0%. The product is Br[C@@]1(O)[C@H](OC(C)=O)[C@@H](OC(C)=O)C([C@H](O1)COC(C)=O)(F)F (1-Bromo-4-deoxy-4,4-difluoro-2,3,6-tri-O-acetyl-alpha-D-glucose). Starting materials: [C-]#N.[K+] (potassium cyanide), CS(=O)(=O)OCCC(C1=CC=C(C=C1)C(F)(F)F)C1=CNC2=C(C=CC=C12)CSC (3-{7-[(Methylsulfanyl)methyl]-1H-indol-3-yl}-3-[4-(trifluoromethyl)phenyl]propyl methanesulfonate). The solvent is CN(C)C=O (DMF). Conditions: temperature 80 celsius, time 2 hour. The product is CSCC=1C=CC=C2C(=CNC12)C(CCC#N)C1=CC=C(C=C1)C(F)(F)F (4-{7-[(Methylsulfanyl)methyl]-1H-indol-3-yl}-4-[4-(trifluoromethyl)phenyl]butanonitrile). As a reaction SMILES: [C-:1]#[N:2].[K+].CS(O[CH2:9][CH2:10][CH:11]([C:22]1[C:30]2[C:25](=[C:26]([CH2:31][S:32][CH3:33])[CH:27]=[CH:28][CH:29]=2)[NH:24][CH:23]=1)[C:12]1[CH:17]=[CH:16][C:15]([C:18]([F:21])([F:20])[F:19])=[CH:14][CH:13]=1)(=O)=O>CN(C=O)C>[CH3:33][S:32][CH2:31][C:26]1[CH:27]=[CH:28][CH:29]=[C:30]2[C:25]=1[NH:24][CH:23]=[C:22]2[CH:11]([C:12]1[CH:13]=[CH:14][C:15]([C:18]([F:20])([F:21])[F:19])=[CH:16][CH:17]=1)[CH2:10][CH2:9][C:1]#[N:2] |f:0.1|. Procedure details: 28.5 g (0.44 mmol) of potassium cyanide were added to 100 mg (0.22 mmol) of the compound from Example 51A in 5 ml of DMF. The mixture was stirred at 80° C. for 2 h and then concentrated, and the residue was taken up in ethyl acetate, washed with saturated aqueous sodium bicarbonate solution, water and saturated aqueous sodium chloride solution, dried over magnesium sulfate, filtered and concentrated. Purification by preparative HPLC (RP18 column; mobile phase: acetonitrile-water gradient with ad... Run in C(C)(=O)OCC (ethyl acetate). Starting materials: C(C)(C)(C)OC(=O)N1CC(CCC1)(O)C1=CC(=C(C=C1)Cl)Cl (N-t-butoxycarbonyl-3-(3,4-dichlorophenyl)-3-hydroxy piperidine). Procedure details: Through a solution of N-t-butoxycarbonyl-3-(3,4-dichlorophenyl)-3-hydroxy piperidine (150 mg, 0.44 mmol) in ethyl acetate (5 ml) cooled to 0° C. is bubbled HCl (g) for 5 min. The reaction mixture is stirred at 25° C. until reaction completion. The reaction mixture is concentrated in vacuo and flushed with ethyl acetate/concentrated 3 times to provide 3-(3,4-dichlorophenyl)-3-hydroxy piperidine hydrochloride which is converted without further purification to 3-(3,4-dichlorophenyl)-3-hydroxy piper... Product: Cl.ClC=1C=C(C=CC1Cl)C1(CNCCC1)O (3-(3,4-dichlorophenyl)-3-hydroxy piperidine hydrochloride). RXN SMILES: C(OC([N:8]1[CH2:13][CH2:12][CH2:11][C:10]([C:15]2[CH:20]=[CH:19][C:18]([Cl:21])=[C:17]([Cl:22])[CH:16]=2)([OH:14])[CH2:9]1)=O)(C)(C)C>C(OCC)(=O)C>[ClH:21].[Cl:22][C:17]1[CH:16]=[C:15]([C:10]2([OH:14])[CH2:11][CH2:12][CH2:13][NH:8][CH2:9]2)[CH:20]=[CH:19][C:18]=1[Cl:21] |f:2.3|. Run at temperature 25 celsius. Reactants: C(C)OC(C(C)(C)S(=O)(=O)C1CCN(CC1)S(=O)(=O)C)=O (2-(1-methanesulfonyl-piperidine-4-sulfonyl)-2-methyl-propionic acid ethyl ester), O.[OH-].[Li+] (lithium hydroxide monohydrate). Solvent: O1CCOCC1.O (dioxane water). Reaction conditions: time 3 day. Yields the product CS(=O)(=O)N1CCC(CC1)S(=O)(=O)C(C(=O)O)(C)C (2-(1-methanesulfonyl-piperidine-4-sulfonyl)-2-methyl-propionic acid). The yield is 62.8%. As a reaction SMILES: C([O:3][C:4](=[O:21])[C:5]([S:8]([CH:11]1[CH2:16][CH2:15][N:14]([S:17]([CH3:20])(=[O:19])=[O:18])[CH2:13][CH2:12]1)(=[O:10])=[O:9])([CH3:7])[CH3:6])C.O.[OH-].[Li+]>O1CCOCC1.O>[CH3:20][S:17]([N:14]1[CH2:13][CH2:12][CH:11]([S:8]([C:5]([CH3:7])([CH3:6])[C:4]([OH:21])=[O:3])(=[O:9])=[O:10])[CH2:16][CH2:15]1)(=[O:18])=[O:19] |f:1.2.3,4.5|. Procedure: To a suspension of 2.91 g (8.53 mmol) of 2-(1-methanesulfonyl-piperidine-4-sulfonyl)-2-methyl-propionic acid ethyl ester in THF/water (1/1, 60 mL) are added 2.56 g (34.13 mmol) of lithium hydroxide monohydrate. The reaction is stirred at room temperature for 3 d and then concentrated under reduced pressure. The residue is partitioned between brine (20 mL) and DCM (20 mL). The aqueous layer is further acidified with 2M aqueous HCl solution to pH 1 and extracted with DCM. The combined organic extr... Starting materials: C(C)C(=O)C (methyl ethyl ketone), C([O-])([O-])=O.[K+].[K+] (Potassium carbonate), O(C1=CC=CC=C1)CCCCCBr (5-phenoxy-1-bromopentane), SCC1SC(OC1)(CCC(=O)OCC)CCC(=O)OCC (Diethyl 4-(mercaptomethyl)-1,3-oxathiolane-2,2-dipropanoate). Product: C(CC)C1=C(OCCCCCSCC2SC(OC2)(CCC(=O)OCC)CCC(=O)OCC)C=CC=C1 (Diethyl 4-[[[5-(2-propylphenoxy)pentyl]thio]methyl]-1,3-oxathiolane-2,2-dipropanoate). Yield: 80.0%. As a reaction SMILES: C(=O)([O-])[O-].[K+].[K+].[O:7]([CH2:14][CH2:15][CH2:16][CH2:17][CH2:18]Br)[C:8]1[CH:13]=[CH:12][CH:11]=[CH:10][CH:9]=1.[SH:20][CH2:21][CH:22]1[CH2:26][O:25][C:24]([CH2:34][CH2:35][C:36]([O:38][CH2:39][CH3:40])=[O:37])([CH2:27][CH2:28][C:29]([O:31][CH2:32][CH3:33])=[O:30])[S:23]1.[CH2:41]([C:43](C)=O)[CH3:42]>>[CH2:42]([C:9]1[CH:10]=[CH:11][CH:12]=[CH:13][C:8]=1[O:7][CH2:14][CH2:15][CH2:16][CH2:17][CH2:18][S:20][CH2:21][CH:22]1[CH2:26][O:25][C:24]([CH2:27][CH2:28][C:29]([O:31][CH2:32][CH3:33])=[O:30])([CH2:34][CH2:35][C:36]([O:38][CH2:39][CH3:40])=[O:37])[S:23]1)[CH2:41][CH3:43] |f:0.1.2|. Reported procedure: Potassium carbonate (2.5 g) was mixed with a solution of 5-phenoxy-1-bromopentane (1.7 g, 0.006 mol) and the product of Example 1 (2.0 g, 0.006 mol) in methyl ethyl ketone (20 ml). The reaction mixture was stirred and refluxed under a nitrogen atmosphere for 4 hrs and then worked up according to the procedure described in Example 2. The residue was chromatographed on silica gel using 4% acetone/benzene as eluent to give 1.8 g (80%) of the title compound as an oil.